Dataset: the Open Reaction Database (ORD), a public repository of structured organic reaction records. Task: describe an organic reaction: reactants, conditions, products, and yield Starting materials: BrCCCCBr, O=C([O-])[O-], CS(C)=O, Cl, N#CC(C#N)CCC(F)(F)F, [K+], [K+]. Yields the product N#CC(C#N)(CCCCBr)CCC(F)(F)F. Reaction SMILES: [Br:12][CH2:13][CH2:14][CH2:15][CH2:16][Br:17].[C:18](=[O:19])([O-:20])[O-:21].[CH3:25][S:26](=[O:27])[CH3:28].[ClH:24].[F:1][C:2]([CH2:3][CH2:4][CH:5]([C:6]#[N:7])[C:8]#[N:9])([F:10])[F:11].[K+:22].[K+:23]>>[F:1][C:2]([CH2:3][CH2:4][C:5]([C:6]#[N:7])([C:8]#[N:9])[CH2:16][CH2:15][CH2:14][CH2:13][Br:12])([F:10])[F:11]. The reactants are ClC=1C=NC=C(C1NC(=O)C1=CN(C2=NC=CC=C2C1=O)[C@@H]1CN(CC1)C(=O)OCC1=CC=CC=C1)Cl ((S)-N-(3,5-dichloropyridin-4-yl)-1-(1-benzyloxycarbonylpyrrolidin-3-yl)-1,4-dihydro[1,8]naphthyridin-4-one-3-carboxamide), Cl (hydrochloric acid). The reagents and catalysts are [Pd] (palladium activated carbon). The solvent is CO (methanol). Reaction conditions: time 21 hour. The product is Cl.ClC=1C=NC=C(C1NC(=O)C1=CN(C2=NC=CC=C2C1=O)[C@@H]1CNCC1)Cl ((S)-N-(3,5-dichloropyridin-4-yl)-1-(3-pyrrolidyl)-1,4-dihydro[1,8]naphthyridin-4-one-3-carboxamide hydrochloride). Isolated yield 193.9%. Reaction SMILES: [Cl:1][C:2]1[CH:3]=[N:4][CH:5]=[C:6]([Cl:37])[C:7]=1[NH:8][C:9]([C:11]1[C:20](=[O:21])[C:19]2[C:14](=[N:15][CH:16]=[CH:17][CH:18]=2)[N:13]([C@H:22]2[CH2:26][CH2:25][N:24](C(OCC3C=CC=CC=3)=O)[CH2:23]2)[CH:12]=1)=[O:10].Cl>[Pd].CO>[ClH:1].[Cl:1][C:2]1[CH:3]=[N:4][CH:5]=[C:6]([Cl:37])[C:7]=1[NH:8][C:9]([C:11]1[C:20](=[O:21])[C:19]2[C:14](=[N:15][CH:16]=[CH:17][CH:18]=2)[N:13]([C@H:22]2[CH2:26][CH2:25][NH:24][CH2:23]2)[CH:12]=1)=[O:10] |f:4.5|. Procedure: To a 4 ml methanol solution of 60 mg (0.11 mmol) of the compound obtained in Example 10, 20 μl (0.12 mmol) of 6N-hydrochloric acid and 30 mg of 10% palladium activated carbon were added and stirred at room temperature for 21 hours under hydrogen atmosphere. Then, after the catalyst was removed by filtration, the mother liquor was concentrated to obtain 47 mg of (S)-N-(3,5-dichloropyridin-4-yl)-1-(3-pyrrolidyl)-1,4-dihydro[1,8]naphthyridin-4-one-3-carboxamide hydrochloride, as a colorless oily su... The reactants are C1(CC1)C1=C(C=C(C(=O)O)C=C1)C(CC)=O (4-cyclopropyl-3-propanoylbenzoic acid), BrC=1C=CC(=C(C(=O)O)C1)C (5-bromo-2-methylbenzoic acid), BrC=1C=C(C(=O)O)C=CC1C1CC1 (3-bromo-4-cyclopropylbenzoic acid). Product: CC1=C(C(=O)O)C=C(C=C1)C(CC)=O (2-Methyl-5-propionylbenzoic acid). As a reaction SMILES: C1([C:4]2[CH:12]=[CH:11][C:7]([C:8]([OH:10])=[O:9])=[CH:6][C:5]=2[C:13](=[O:16])[CH2:14][CH3:15])CC1.Br[C:18]1C=CC(C)=C(C=1)C(O)=O.BrC1C=C(C=CC=1C1CC1)C(O)=O>>[CH3:18][C:11]1[CH:12]=[CH:4][C:5]([C:13](=[O:16])[CH2:14][CH3:15])=[CH:6][C:7]=1[C:8]([OH:10])=[O:9]. Reported procedure: The title compound was prepared using standard chemical manipulations and procedures similar to those used for the preparation of compound 10.6, except 5-bromo-2-methylbenzoic acid was used in place of 3-bromo-4-cyclopropylbenzoic acid (compound 10.3).